From a dataset of the Open Reaction Database (ORD), a public repository of structured organic reaction records. describe an organic reaction: reactants, conditions, products, and yield Reactants: CC(C)(C)OC(=O)N1CCC(Oc2ccc(NCC=Cc3cccc(C#N)c3)cc2)CC1, CC(=O)OC(C)=O, ClCCl, O, c1ccncc1. The product is CC(=O)N(CC=Cc1cccc(C#N)c1)c1ccc(OC2CCN(C(=O)OC(C)(C)C)CC2)cc1. Reaction SMILES: [C:1]([CH3:2])([CH3:3])([CH3:4])[O:5][C:6](=[O:7])[N:8]1[CH2:9][CH2:10][CH:11]([O:14][c:15]2[cH:16][cH:17][c:18]([NH:21][CH2:22][CH:23]=[CH:24][c:25]3[cH:26][c:27]([C:28]#[N:29])[cH:30][cH:31][cH:32]3)[cH:19][cH:20]2)[CH2:12][CH2:13]1.[CH3:39][C:40](=[O:41])[O:42][C:43](=[O:44])[CH3:45].[Cl:47][CH2:48][Cl:49].[OH2:46].[cH:33]1[cH:34][cH:35][n:36][cH:37][cH:38]1>>[C:1]([CH3:2])([CH3:3])([CH3:4])[O:5][C:6](=[O:7])[N:8]1[CH2:9][CH2:10][CH:11]([O:14][c:15]2[cH:16][cH:17][c:18]([N:21]([CH2:22][CH:23]=[CH:24][c:25]3[cH:26][c:27]([C:28]#[N:29])[cH:30][cH:31][cH:32]3)[C:40]([CH3:39])=[O:41])[cH:19][cH:20]2)[CH2:12][CH2:13]1. As a reaction SMILES: [Na+:1].[Na+].[N+:3]([C:6]1[CH:7]=[C:8]([CH:30]=[CH:31][CH:32]=1)[C:9]([NH:11][C:12]1[C:21]2[C:20]([S:22]([O-:25])(=[O:24])=[O:23])=[CH:19][CH:18]=[CH:17][C:16]=2[C:15]([S:26]([O-:29])(=[O:28])=[O:27])=[CH:14][CH:13]=1)=[O:10])([O-])=O.[H][H]>[Pd].O>[Na+:1].[Na+:1].[NH2:3][C:6]1[CH:7]=[C:8]([CH:30]=[CH:31][CH:32]=1)[C:9]([NH:11][C:12]1[C:21]2[C:20]([S:22]([O-:25])(=[O:24])=[O:23])=[CH:19][CH:18]=[CH:17][C:16]=2[C:15]([S:26]([O-:29])(=[O:28])=[O:27])=[CH:14][CH:13]=1)=[O:10] |f:0.1.2,6.7.8|. Starting materials: [Na+].[Na+].[N+](=O)([O-])C=1C=C(C(=O)NC2=CC=C(C=3C=CC=C(C23)S(=O)(=O)[O-])S(=O)(=O)[O-])C=CC1 (4-(m-Nitrobenzamido)-1,5-naphthalenedisulfonic acid disodium salt), [H][H] (hydrogen). The reagents and catalysts are [Pd] (palladium on charcoal). The solvent is O (water). Procedure details: A mixture of 25.0 g of 4-(m-nitrobenzamido)-1,5-naphthalenedisulfonic acid disodium salt (prepared as in Example 5), 200 ml of water and 2.0 g of 10% palladium on charcoal is hydrogenated in a Parr shaker for 4 hours and 20 minutes at room temperature with an initial pressure of 42 pounds of hydrogen. During this time a total of 11.0 pounds of hydrogen is absorbed. The mixture is heated to dissolve some precipitated product and is filtered through diatomaceous earth to remove the catalyst. The f... Product: [Na+].[Na+].NC=1C=C(C(=O)NC2=CC=C(C=3C=CC=C(C23)S(=O)(=O)[O-])S(=O)(=O)[O-])C=CC1 (4-(m-Aminobenzamido)-1,5-naphthalenedisulfonic acid disodium salt). Conditions: time 20 minute. The reactants are ClC=1C=C2NC(C(N(C2=CC1)O)=O)=O (6-chloro-1-hydroxyquinoxaline-2,3(1H,4H)-dione), C(C)(=O)OC(C)=O (acetic anhydride). Run in [OH-].[Na+] (sodium hydroxide). Run at time 1 hour. The product is C(C)(=O)ON1C(C(NC2=CC(=CC=C12)Cl)=O)=O (1-acetoxy-6-chloroquinoxaline-2,3(1H,4H)-dione). The yield is 42.0%. RXN SMILES: [Cl:1][C:2]1[CH:3]=[C:4]2[C:9](=[CH:10][CH:11]=1)[N:8]([OH:12])[C:7](=[O:13])[C:6](=[O:14])[NH:5]2.[C:15](OC(=O)C)(=[O:17])[CH3:16]>[OH-].[Na+]>[C:15]([O:12][N:8]1[C:9]2[C:4](=[CH:3][C:2]([Cl:1])=[CH:11][CH:10]=2)[NH:5][C:6](=[O:14])[C:7]1=[O:13])(=[O:17])[CH3:16] |f:2.3|. Procedure: A solution of 0.4 g (1.9 mmol) 6-chloro-1-hydroxyquinoxaline-2,3(1H,4H)-dione in 15 ml 0.5N sodium hydroxide was added with stirring 1 ml acetic anhydride. Stirring was continued at 25° C. for 1 h to give a precipitate. Recrystallization (dimethylformamide-water) gave 0.2 g (42%) 1-acetoxy-6-chloroquinoxaline-2,3(1H,4H)-dione. M.p. 219° C. 1H-NMR (DMSO-d6): 12.5 (1H, broad s), 7.2 (3H, m), 2.50 (3H, s). MS (m/e). 254 (M+, 30%). Reactants: C1NCCC2=CC=CC=C12 (1,2,3,4-tetrahydroisoquinoline), C[C@@]12CCN([C@@H]1N(C3=C2C=C(C=C3)OC(=O)NC)C)C (physostigmine), CC(C)(C)[O-].[K+] (KOtBu), imidazolecarbonyl, C[C@@]12CCN([C@@H]1N(C3=C2C=C(C=C3)O)C)C (eseroline), (3aS-cis)-1,2,3,3a,8,8a-hexahydro-1,3a,8-trimethylpyrrolo-[2,3-b]indol-5-y13,4-dihydro-2(1H)-isoquinolinecarboxylate, C[C@@]12CCN([C@@H]1N(C3=C2C=C(C=C3)O)C)C (eseroline), CC(=O)O (HOAc), C[C@@]12CCN([C@@H]1N(C3=C2C=C(C=C3)OC(=O)NC)C)C (physostigmine), C[C@@]12CCN([C@@H]1N(C3=C2C=C(C=C3)O)C)C (eseroline), CC(=O)O (HOAc), C(=O)(N1C=NC=C1)N1C=NC=C1 (1,1'-carbonyldiimidazole). The solvent is C1CCOC1 (THF). Conditions: time 0.5 hour. Yields the product C1N(CCC2=CC=CC=C12)C(=O)OC=1C=C2[C@]3([C@@H](N(C2=CC1)C)N(CC3)C)C ((3aS-cis)-1,2,3,3a,8,8a-hexahydro-1,3a,8-trimethyipyrrolo-[2,3-b ]indol-5-yl 3,4-dihydro-2(1H)-isoquinolinecarboxylate). Reaction SMILES: [CH3:1][C@:2]12[C:9]3[CH:10]=[C:11]([O:14][C:15]([NH:17][CH3:18])=[O:16])[CH:12]=[CH:13][C:8]=3[N:7]([CH3:19])[C@H:6]1[N:5]([CH3:20])[CH2:4][CH2:3]2.CC([O-])(C)C.[K+].CC(O)=O.[CH3:31][C@:32]12[C:39]3[CH:40]=[C:41](O)[CH:42]=[CH:43][C:38]=3N(C)[C@H]1N(C)CC2.C(N1C=CN=C1)(N1C=CN=C1)=O.C1C2C(=CC=CC=2)CCN1>C1COCC1>[CH2:18]1[C:40]2[C:39](=[CH:38][CH:43]=[CH:42][CH:41]=2)[CH2:32][CH2:31][N:17]1[C:15]([O:14][C:11]1[CH:10]=[C:9]2[C:8](=[CH:13][CH:12]=1)[N:7]([CH3:19])[C@H:6]1[N:5]([CH3:20])[CH2:4][CH2:3][C@@:2]21[CH3:1])=[O:16] |f:1.2|. Reported procedure: To a solution of physostigmine (2.75g) in dry THF (28 mL) at 25° C. under a nitrogen atmosphere was added KOtBu (1.28 g) over 0.25 hour. The mixture was kept at 25° C. for 0.5 hour and then treated with glacial HOAc (0.6 mL, 1 equiv., pH=10) to give a mixture containing physostigmine (II) and eseroline (HI) in a 1/99 HPLC ratio. Addition of 1,1'-carbonyldiimidazole (1.92 g, 1.2 equiv) in 1.0, 0.05, 0.05 and 0.1 equiv. portions at 0.25 hour intervals at 20° C. gave after 10 min following each add...